Dataset: the Open Reaction Database (ORD), a public repository of structured organic reaction records. Task: describe an organic reaction: reactants, conditions, products, and yield Reactants: Cl.NC1CC2=CC=CC=C2C1 (2-aminoindan hydrochloride), C(C)(C)N(C(C)C)CC (N,N-diisopropylethylamine), ClCCN=C=O (2-chloroethylisocyanate). The solvent is C(C)#N (acetonitrile). The product is ClCCNC(=O)NC1CC2=CC=CC=C2C1 (1-(2-Chloroethyl)-3-(2,3-dihydro-1H-inden-2-yl)urea). Procedure: Synthesized according to general procedure 40. The reaction was set up with 2-aminoindan hydrochloride (5.0 g, 29.5 mmol), N,N-diisopropylethylamine (10.3 mL, 58.9 mmol), acetonitrile (100 mL), and 2-chloroethylisocyanate (2.52 mL, 29.5 mmol). Purification via silica gel chromatography using 50% EtOAc in hexanes gave the desired urea as a white solid (3.3 g, 13.8 mmol, 47% yield). 1H NMR (400 MHz, DMSO-d6) δ 7.23-7.18 (m, 2H), 7.15-7.11 (m, 2H), 6.38 (d, J=7.3 Hz, 1H), 6.03 (t, J=5.7 Hz, 1H), 4.... Yield: 46.8%. Reaction SMILES: Cl.[NH2:2][CH:3]1[CH2:11][C:10]2[C:5](=[CH:6][CH:7]=[CH:8][CH:9]=2)[CH2:4]1.C(N(CC)C(C)C)(C)C.[Cl:21][CH2:22][CH2:23][N:24]=[C:25]=[O:26]>C(#N)C>[Cl:21][CH2:22][CH2:23][NH:24][C:25]([NH:2][CH:3]1[CH2:11][C:10]2[C:5](=[CH:6][CH:7]=[CH:8][CH:9]=2)[CH2:4]1)=[O:26] |f:0.1|. Starting materials: CC(C)(C)OC(=O)N1CCCC1C=O, CC(=O)O[BH-](OC(C)=O)OC(C)=O, [BH3-]C#N, CC(=O)[O-], CO, CC=O, [Cl-], [Cl-], ClCCCl, [NH4+], [Na+], [Na+], Nc1cccc(Oc2ccccc2)c1, O, [Zn+2]. Yields the product CCN(CC1CCCN1C(=O)OC(C)(C)C)c1cccc(Oc2ccccc2)c1. Reaction SMILES: [C:15]([CH3:16])([CH3:17])([CH3:18])[O:19][C:20](=[O:21])[N:22]1[CH:23]([CH:24]=[O:25])[CH2:26][CH2:27][CH2:28]1.[C:29]([CH3:30])([O:31][BH-:32]([O:33][C:34](=[O:35])[CH3:36])[O:37][C:38](=[O:39])[CH3:40])=[O:41].[C:46]([BH3-:47])#[N:48].[CH3:51][C:52](=[O:53])[O-:54].[CH3:59][OH:60].[CH:43](=[O:44])[CH3:45].[Cl-:61].[Cl-:63].[Cl:55][CH2:56][CH2:57][Cl:58].[NH4+:50].[Na+:42].[Na+:49].[O:1]([c:2]1[cH:3][cH:4][cH:5][cH:6][cH:7]1)[c:8]1[cH:9][c:10]([NH2:11])[cH:12][cH:13][cH:14]1.[OH2:64].[Zn+2:62]>>[O:1]([c:2]1[cH:3][cH:4][cH:5][cH:6][cH:7]1)[c:8]1[cH:9][c:10]([N:11]([CH2:24][CH:23]2[N:22]([C:20]([O:19][C:15]([CH3:16])([CH3:17])[CH3:18])=[O:21])[CH2:28][CH2:27][CH2:26]2)[CH2:29][CH3:30])[cH:12][cH:13][cH:14]1. The reactants are COC(=O)c1ccc(Br)cc1F, [Cs+], [F-], CC(=O)[O-], CC(=O)[O-], CN(C)C=O, O, OB(O)c1ccccc1, [Pd+2]. Yields the product COC(=O)c1ccc(-c2ccccc2)cc1F. As a reaction SMILES: [Br:1][c:2]1[cH:3][c:4]([F:12])[c:5]([C:6](=[O:7])[O:8][CH3:9])[cH:10][cH:11]1.[Cs+:23].[F-:22].[O-:30][C:31]([CH3:32])=[O:33].[O-:34][C:35]([CH3:36])=[O:37].[O:24]=[CH:25][N:26]([CH3:27])[CH3:28].[OH2:38].[OH:13][B:14]([OH:15])[c:16]1[cH:17][cH:18][cH:19][cH:20][cH:21]1.[Pd+2:29]>>[c:2]1(-[c:16]2[cH:17][cH:18][cH:19][cH:20][cH:21]2)[cH:3][c:4]([F:12])[c:5]([C:6](=[O:7])[O:8][CH3:9])[cH:10][cH:11]1. Reactants: Nc1cc(Br)ccc1F, Cl, [Na+], [Na+], O=[N+]([O-])[O-], [OH-], O, O, O, Cl[Sn]Cl. Yields the product NNc1cc(Br)ccc1F. Reaction SMILES: [Br:6][c:7]1[cH:8][cH:9][c:10]([F:14])[c:11]([NH2:12])[cH:13]1.[ClH:23].[Na+:1].[Na+:21].[O-:2][N+:3](=[O:4])[O-:5].[OH-:20].[OH2:15].[OH2:16].[OH2:22].[Sn:17]([Cl:18])[Cl:19]>>[NH2:3][NH:12][c:11]1[c:10]([F:14])[cH:9][cH:8][c:7]([Br:6])[cH:13]1. Reactants: C(C)(C)(C)C1=CC(=C(N1)C(=O)N1CCNC(CC1)=O)NC(OCC1=CC=CC=C1)=O (benzyl 5-tert-butyl-2-(5-oxo-1,4-diazepane-1-carbonyl)-1H-pyrrol-3-ylcarbamate). Reagents/catalysts: [Pd] (Pd on charcoal). Run in CO (methanol). Reaction conditions: time 18 hour. The product is NC=1C=C(NC1C(=O)N1CCNC(CC1)=O)C(C)(C)C (1-(4-amino-2-tert-butyl-1H-pyrrole-5-carbonyl)-1,4-diazepan-5-one). Isolated yield 74.1%. As a reaction SMILES: [C:1]([C:5]1[NH:9][C:8]([C:10]([N:12]2[CH2:18][CH2:17][C:16](=[O:19])[NH:15][CH2:14][CH2:13]2)=[O:11])=[C:7]([NH:20]C(=O)OCC2C=CC=CC=2)[CH:6]=1)([CH3:4])([CH3:3])[CH3:2]>[Pd].CO>[NH2:20][C:7]1[CH:6]=[C:5]([C:1]([CH3:4])([CH3:3])[CH3:2])[NH:9][C:8]=1[C:10]([N:12]1[CH2:18][CH2:17][C:16](=[O:19])[NH:15][CH2:14][CH2:13]1)=[O:11]. Procedure: A mixture of the previously benzyl 5-tert-butyl-2-(5-oxo-1,4-diazepane-1-carbonyl)-1H-pyrrol-3-ylcarbamate (40 mg, 0.097 mmol), Pd on charcoal (10% w/w, 20 mg) and methanol (2 mL) was shaken in a Parr shaker under hydrogen (50 psi) for 18 hours. The reaction mixture was filtered through celite and the residue was concentrated under vacuum to afford 20 mg of the desired 1-(4-amino-2-tert-butyl-1H-pyrrole-5-carbonyl)-1,4-diazepan-5-one as a clear oil. Starting materials: FC(C(=O)O)(F)F (trifluoroacetic acid), 2A, C(C)(C)(C)OC(=O)N1C(CCCC1)CC=CC1=CC(=CC=C1)Cl (N-t-butyloxycarbonyl-2-(m-chlorocinnamyl)piperidine). Yields the product ClC=1C=C(/C=C/CC2NCCCC2)C=CC1 ((E)-2-(m-chlorocinnamyl)piperidine). Yield: 24.0%. RXN SMILES: FC(F)(F)C(O)=O.C(OC([N:15]1[CH2:20][CH2:19][CH2:18][CH2:17][CH:16]1[CH2:21][CH:22]=[CH:23][C:24]1[CH:29]=[CH:28][CH:27]=[C:26]([Cl:30])[CH:25]=1)=O)(C)(C)C>>[Cl:30][C:26]1[CH:25]=[C:24]([CH:29]=[CH:28][CH:27]=1)/[CH:23]=[CH:22]/[CH2:21][CH:16]1[CH2:17][CH2:18][CH2:19][CH2:20][NH:15]1. Procedure: Stage b) Deprotection with trifluoroacetic acid is carried out according to the method of Preparation 2A, Stage b). The product obtained is a mixture of the Z and E isomers. Elution with a 90:10 v/v mixture of methylene chloride and 10% ammoniacal methanol by the Chromatoflash technique on silica furnishes the E isomer in the most polar fractions. The intermediate fractions are chromatographed a second time under the same conditions. All of the fractions with a high E-isomer content are combined... Reactants: C(C)(=O)O[C@H]1C(SC[C@H]([C@@H]1OC(C)=O)OC(C)=O)Br (2,3,4-tri-O-acetyl-5-thio-D-xylopyranosyl bromide), CC=1N=C2N(C=CC(=C2)O)C1 (2-methyl-7-hydroxyimidazo[1,2-α]-pyridine). The product is C(C)(=O)O[C@H]1[C@H](OC2=CC=3N(C=C2)C=C(N3)C)SC[C@H]([C@@H]1OC(C)=O)OC(C)=O (2-methylimidazo[1,2-α]pyridin-7-yl 2,3,4-tri-O-acetyl-5-thio-β-D-xylopyranoside). The yield is 38.0%. Reaction SMILES: [C:1]([O:4][C@@H:5]1[C@@H:10]([O:11][C:12](=[O:14])[CH3:13])[C@H:9]([O:15][C:16](=[O:18])[CH3:17])[CH2:8][S:7][CH:6]1Br)(=[O:3])[CH3:2].[CH3:20][C:21]1[N:22]=[C:23]2[CH:28]=[C:27]([OH:29])[CH:26]=[CH:25][N:24]2[CH:30]=1>>[C:1]([O:4][C@@H:5]1[C@@H:10]([O:11][C:12](=[O:14])[CH3:13])[C@H:9]([O:15][C:16](=[O:18])[CH3:17])[CH2:8][S:7][C@H:6]1[O:29][C:27]1[CH:26]=[CH:25][N:24]2[CH:30]=[C:21]([CH3:20])[N:22]=[C:23]2[CH:28]=1)(=[O:3])[CH3:2]. Procedure details: By carrying out the process in a manner similar to example 7, starting from 2,3,4-tri-O-acetyl-5-thio-D-xylopyranosyl bromide and 2-methyl-7-hydroxyimidazo[1,2-α]-pyridine obtained according to preparation 3, the desired product is obtained in the form of a white solid with a yield of 38%. The product obtained is used directly in the deacetylation step. As a reaction SMILES: [CH3:22][OH:23].[N+:1]([O-:2])(=[O:3])[c:4]1[cH:5][cH:6][c:7]([CH:10]2[CH2:11][N:12]([CH2:16][CH2:17][CH3:18])[CH2:13][CH2:14][CH2:15]2)[cH:8][cH:9]1.[Sn:19]([Cl:20])[Cl:21]>>[NH2:1][c:4]1[cH:5][cH:6][c:7]([CH:10]2[CH2:11][N:12]([CH2:16][CH2:17][CH3:18])[CH2:13][CH2:14][CH2:15]2)[cH:8][cH:9]1. Yields the product CCCN1CCCC(c2ccc(N)cc2)C1. The reactants are CO, CCCN1CCCC(c2ccc([N+](=O)[O-])cc2)C1, Cl[Sn]Cl. RXN SMILES: [Br:1][C:2]1[CH:7]=[CH:6][C:5]([C:8]([C:10]2[CH:15]=[CH:14][C:13]([O:16][CH2:17][CH2:18][CH2:19][CH2:20][CH2:21][CH2:22][N:23]([CH:25]3[CH2:27][CH2:26]3)[CH3:24])=[CH:12][C:11]=2F)=O)=[CH:4][CH:3]=1.Cl.[NH2:30][OH:31].C([O-])(=O)C.[Na+]>C(O)C>[Br:1][C:2]1[CH:7]=[CH:6][C:5]([C:8]2[C:10]3[CH:15]=[CH:14][C:13]([O:16][CH2:17][CH2:18][CH2:19][CH2:20][CH2:21][CH2:22][N:23]([CH:25]4[CH2:27][CH2:26]4)[CH3:24])=[CH:12][C:11]=3[O:31][N:30]=2)=[CH:4][CH:3]=1 |f:1.2,3.4|. Yield: 51.9%. Starting materials: BrC1=CC=C(C=C1)C(=O)C1=C(C=C(C=C1)OCCCCCCN(C)C1CC1)F ((4-bromo-phenyl)-[4-[6-(cyclopropyl-methyl-amino)-hexyloxy]-2-fluoro-phenyl]-methanone), Cl.NO (hydroxylamine.hydrochloride), C(C)(=O)[O-].[Na+] (sodium acetate). Run in C(C)O (ethanol). Yields the product BrC1=CC=C(C=C1)C1=NOC2=C1C=CC(=C2)OCCCCCCN(C)C2CC2 ([6-[3-(4-bromo-phenyl)-benzo[d]isoxazol-6-yloxy]hexyl]-cyclopropyl-methyl-amine). Procedure details: A mixture of 0.15 g of (4-bromo-phenyl)-[4-[6-(cyclopropyl-methyl-amino)-hexyloxy]-2-fluoro-phenyl]-methanone, 0.17 g of hydroxylamine.hydrochloride and 0.20 g of sodium acetate in 14 ml of ethanol is heated to 90° C. for 32 hrs. and then concentrated. The residue (containing the oxime corresponding to the starting ketone) is taken up in 50 ml of methylene chloride and washed with saturated aqueous sodium hydrogen carbonate solution and sodium chloride solution. The organic phase is dried and ev... Conditions: temperature 90 celsius.